Dataset: the Open Reaction Database (ORD), a public repository of structured organic reaction records. Task: describe an organic reaction: reactants, conditions, products, and yield Starting materials: C(C1=CC=CC=C1)OC(=O)\N=C(/C(=O)OCC)\C(F)(F)F (ethyl (2E)-2-{[(benzyloxy)carbonyl]imino}-3,3,3-trifluoropropanoate), [BH4-].[Na+] (sodium borohydride). Run in C(C)OCC (diethyl ether). Conditions: time 16 hour. Yields the product C(C1=CC=CC=C1)OC(=O)N[C@@H](C(F)(F)F)C(=O)OCC (ethyl N-[(benzyloxy)carbonyl]-3,3,3-trifluoroalaninate). Reaction SMILES: [CH2:1]([O:8][C:9](/[N:11]=[C:12](/[C:18]([F:21])([F:20])[F:19])\[C:13]([O:15][CH2:16][CH3:17])=[O:14])=[O:10])[C:2]1[CH:7]=[CH:6][CH:5]=[CH:4][CH:3]=1.[BH4-].[Na+]>C(OCC)C>[CH2:1]([O:8][C:9]([NH:11][C@H:12]([C:13]([O:15][CH2:16][CH3:17])=[O:14])[C:18]([F:19])([F:20])[F:21])=[O:10])[C:2]1[CH:3]=[CH:4][CH:5]=[CH:6][CH:7]=1 |f:1.2|. Procedure: To a solution of ethyl (2E)-2-{[(benzyloxy)carbonyl]imino}-3,3,3-trifluoropropanoate (2500 g, 8.25 mol) in diethyl ether (15 L) under a nitrogen atmosphere was added sodium borohydride (627 g, 16.5 mol) in several batches at 0° C. The reaction mixture was allowed to warm to ambient temperature. After 16 hours, the reaction mixture was quenched with water (500 mL) and extracted with ethyl acetate (3×2000 mL). The organic layers were combined, washed with brine (2×500 mL), dried over anhydrous sod...